From a dataset of the Open Reaction Database (ORD), a public repository of structured organic reaction records. describe an organic reaction: reactants, conditions, products, and yield Starting materials: B(F)(F)F (boron trifluoride), C1(CCC1)N1CCC(CC1)OC1=CC=C(C=C1)C=1N(C(C2=C(N1)C(=NC=C2)OC)=O)C (2-{4-[(1-Cyclobutylpiperidin-4-yl)oxy]phenyl}-8-methoxy-3-methylpyrido[3,4-d]pyrimidin-4(3H)-one), [OH-].[Na+] (sodium hydroxide). Run in C(C)(=O)OCC (ethyl acetate), ClCCl (dichloromethane). Conditions: temperature 0 celsius. Product: C1(CCC1)N1CCC(CC1)OC1=CC=C(C=C1)C=1N(C(C2=C(N1)C(NC=C2)=O)=O)C (2-{4-[(1-cyclobutylpiperidin-4-yl)oxy]phenyl}-3-methyl-3,7-dihydropyrido[3,4-d]pyrimidine-4,8-dione). The yield is 62.0%. As a reaction SMILES: [CH:1]1([N:5]2[CH2:10][CH2:9][CH:8]([O:11][C:12]3[CH:17]=[CH:16][C:15]([C:18]4[N:19]([CH3:31])[C:20](=[O:30])[C:21]5[CH:27]=[CH:26][N:25]=[C:24]([O:28]C)[C:22]=5[N:23]=4)=[CH:14][CH:13]=3)[CH2:7][CH2:6]2)[CH2:4][CH2:3][CH2:2]1.B(F)(F)F.[OH-].[Na+]>ClCCl.C(OCC)(=O)C>[CH:1]1([N:5]2[CH2:6][CH2:7][CH:8]([O:11][C:12]3[CH:17]=[CH:16][C:15]([C:18]4[N:19]([CH3:31])[C:20](=[O:30])[C:21]5[CH:27]=[CH:26][NH:25][C:24](=[O:28])[C:22]=5[N:23]=4)=[CH:14][CH:13]=3)[CH2:9][CH2:10]2)[CH2:2][CH2:3][CH2:4]1 |f:2.3|. Procedure details: 2-{4-[(1-Cyclobutylpiperidin-4-yl)oxy]phenyl}-8-methoxy-3-methylpyrido[3,4-d]pyrimidin-4(3H)-one (500 mg, 1.19 mmol) was dissolved in dichloromethane (1 ml), and with stirring at 0° C., boron trifluoride (1.0 M in CH2Cl2, 3.9 mL) was added thereto, then gradually heated up to room temperature, and stirred at that temperature for 20 hours. The reaction solution was diluted with ethyl acetate, and with cooling with ice, this was poured into aqueous 1 N sodium hydroxide solution, and extracted with... Reactants: O=C1c2cc([N+](=O)[O-])ccc2S(=O)(=O)N1CCCCBr, Cl, O=c1ccc2ccccc2n1C1CCNCC1. Product: O=C1c2cc([N+](=O)[O-])ccc2S(=O)(=O)N1CCCCN1CCC(n2c(=O)ccc3ccccc32)CC1. RXN SMILES: [Br:19][CH2:20][CH2:21][CH2:22][CH2:23][N:24]1[S:25](=[O:37])(=[O:38])[c:26]2[c:27]([cH:30][c:31]([N+:34](=[O:35])[O-:36])[cH:32][cH:33]2)[C:28]1=[O:29].[ClH:1].[NH:2]1[CH2:3][CH2:4][CH:5]([n:8]2[c:9](=[O:18])[cH:10][cH:11][c:12]3[cH:13][cH:14][cH:15][cH:16][c:17]23)[CH2:6][CH2:7]1>>[N:2]1([CH2:20][CH2:21][CH2:22][CH2:23][N:24]2[S:25](=[O:37])(=[O:38])[c:26]3[c:27]([cH:30][c:31]([N+:34](=[O:35])[O-:36])[cH:32][cH:33]3)[C:28]2=[O:29])[CH2:3][CH2:4][CH:5]([n:8]2[c:9](=[O:18])[cH:10][cH:11][c:12]3[cH:13][cH:14][cH:15][cH:16][c:17]23)[CH2:6][CH2:7]1.